From a dataset of the Open Reaction Database (ORD), a public repository of structured organic reaction records. describe an organic reaction: reactants, conditions, products, and yield The reactants are O(C1=CC=CC=C1)C1=CC=C(C=C1)B(O)O (4-phenoxyphenylboronic acid), N1=CC=CC=C1 (pyridine), NC1=C2NC(N(C2=NC=N1)C=1C=C(C=CC1)NC(OC(C)(C)C)=O)=O (tert-butyl 3-(6-amino-8-oxo-7H-purin-9(8H)-yl)phenylcarbamate). The reagents and catalysts are CC(=O)[O-].CC(=O)[O-].[Cu+2] (Cu(OAc)2). Solvent: CN(C)C=O (DMF). Run at temperature 37 celsius. The product is NC1=C2N(C(N(C2=NC=N1)C=1C=C(C=CC1)NC(OC(C)(C)C)=O)=O)C1=CC=C(C=C1)OC1=CC=CC=C1 (tert-butyl 3-(6-amino-8-oxo-7-(4-phenoxyphenyl)-7H-purin-9(8H)-yl)phenylcarbamate). Isolated yield 44.0%. Reaction SMILES: [NH2:1][C:2]1[N:10]=[CH:9][N:8]=[C:7]2[C:3]=1[NH:4][C:5](=[O:25])[N:6]2[C:11]1[CH:12]=[C:13]([NH:17][C:18](=[O:24])[O:19][C:20]([CH3:23])([CH3:22])[CH3:21])[CH:14]=[CH:15][CH:16]=1.[O:26]([C:33]1[CH:38]=[CH:37][C:36](B(O)O)=[CH:35][CH:34]=1)[C:27]1[CH:32]=[CH:31][CH:30]=[CH:29][CH:28]=1.N1C=CC=CC=1>CN(C=O)C.CC([O-])=O.CC([O-])=O.[Cu+2]>[NH2:1][C:2]1[N:10]=[CH:9][N:8]=[C:7]2[C:3]=1[N:4]([C:36]1[CH:37]=[CH:38][C:33]([O:26][C:27]3[CH:32]=[CH:31][CH:30]=[CH:29][CH:28]=3)=[CH:34][CH:35]=1)[C:5](=[O:25])[N:6]2[C:11]1[CH:12]=[C:13]([NH:17][C:18](=[O:24])[O:19][C:20]([CH3:22])([CH3:21])[CH3:23])[CH:14]=[CH:15][CH:16]=1 |f:4.5.6|. Procedure details: To a stirred mixture of tert-butyl 3-(6-amino-8-oxo-7H-purin-9(8H)-yl)phenylcarbamate (5) (600 mg, 1.8 mmol) and 400 mg 4 Å MS in 16 mL dry DMF were added 4-phenoxyphenylboronic acid (1.05 g, 4.9 mmol), Cu(OAc)2 (320 mg, 1.8 mmol) and pyridine (1 mL, 12.7 mmol). The reaction mixture was heated at 37° C. for 5 hrs under an O2 atmosphere. After cooling down to rt, the reaction mixture was filtered through a Celite pad. The filtrate was diluted with water (100 mL) and extracted with EtOAc (50 mL×3)...